This data is from the Open Reaction Database (ORD), a public repository of structured organic reaction records. The task is: describe an organic reaction: reactants, conditions, products, and yield Reported procedure: Monochloroborane-methyl sulfide (2.03 ml, 2.15 g, 19.5 mmol) was added dropwise to a stirred, cooled (0° C.) solution of compound 10 (2.96 g, 13.0 mmol) in THF (20 ml). The reaction mixture was stirred at 0° C. for 24 h, and a solution of hydrogen peroxide (13 ml, 30% in water) added dropwise and the reaction mixture stirred at 0° C. for 4 h, washed with water and the organic layer extracted into hexane/ethyl acetate (3×30 ml, 1:1). The combined extracts were washed with brine, dried (MgSO4) and... The reactants are ClB.CSC (Monochloroborane methyl sulfide), C[SiH](C)CC[Si](CCCCC=C)(C)C (6-(Dimethylsilanylmethyltrimethylsilanyl)hex-1-ene), C1CCOC1 (THF), OO (hydrogen peroxide). Product: C[Si](CCCCCCO)(C[Si](C)(C)C)C (6-(Dimethyltrimethylsilanylmethylsilanyl)-hexan-1-ol). Reaction SMILES: ClB.CSC.C[SiH](C[CH2:10][Si:11]([CH3:19])([CH3:18])[CH2:12][CH2:13]CCC=C)C.OO.[CH2:22]1[CH2:26][O:25][CH2:24][CH2:23]1>>[CH3:19][Si:11]([CH3:18])([CH2:10][Si:11]([CH3:18])([CH3:12])[CH3:10])[CH2:12][CH2:13][CH2:24][CH2:23][CH2:22][CH2:26][OH:25] |f:0.1|. Conditions: temperature 0 celsius, time 24 hour.